Dataset: the Open Reaction Database (ORD), a public repository of structured organic reaction records. Task: describe an organic reaction: reactants, conditions, products, and yield Product: C(C1=CC=CC=C1)N1C(N(C(C2=C1C1=C(O2)C=C(C=C1)N(CC)CC)=O)O)=O (1-Benzyl-7-diethylamino-3-hydroxy-1H-benzo[4,5]furo[3,2-d]pyrimidine-2,4-dione). Reactants: D1, C(C)N(C1=CC2=C(C=3NC(N(C(C3O2)=O)OCC2=C(C=C(C=C2)OC)OC)=O)C=C1)CC (7-Diethylamino-3-(2,4-dimethoxy-benzyloxy)-1H-benzo[4,5]furo[3,2-d]pyrimidine-2,4-dione), C(C1=CC=CC=C1)Br (benzyl bromide). As a reaction SMILES: [CH2:1]([N:3]([CH2:31][CH3:32])[C:4]1[CH:30]=[CH:29][C:7]2[C:8]3[NH:9][C:10](=[O:28])[N:11]([O:16]CC4C=CC(OC)=CC=4OC)[C:12](=[O:15])[C:13]=3[O:14][C:6]=2[CH:5]=1)[CH3:2].[CH2:33](Br)[C:34]1[CH:39]=[CH:38][CH:37]=[CH:36][CH:35]=1>>[CH2:33]([N:9]1[C:8]2[C:7]3[CH:29]=[CH:30][C:4]([N:3]([CH2:31][CH3:32])[CH2:1][CH3:2])=[CH:5][C:6]=3[O:14][C:13]=2[C:12](=[O:15])[N:11]([OH:16])[C:10]1=[O:28])[C:34]1[CH:39]=[CH:38][CH:37]=[CH:36][CH:35]=1. Reported procedure: Following general procedure B2 and D1, 7-Diethylamino-3-(2,4-dimethoxy-benzyloxy)-1H-benzo[4,5]furo[3,2-d]pyrimidine-2,4-dione was alkylated with benzyl bromide and subsequently deprotected to provide the title compound as a white solid. 1H NMR (d6-DMSO, 300 MHz) 1.09 (t, J=7 Hz, 6H); 3.34-3.47 (m, 4H); 5.48 (s, 2H); 6.69-6.83 (m, 2H); 7.24-7.37 (m, 5H); 7.48 (d, J=9 Hz, 1H); 10.75 (br s, 1H); Ret. time=2.97 min., m/z=380.0. The reactants are C(=O)(N1C=NC=C1)N1C=NC=C1 (1,1′-Carbonyldiimidazole), NCC1=C(C=C(C(=O)N2CC3=C(NC4=C2C=CC=C4)N(N=C3)C)C=C1)C (5-(4-(aminomethyl)-3-methylbenzoyl)-1-methyl-4,10-dihydropyrazolo-[5,4-b][1,5]benzodiazepine), OCCN1CCNCC1 (1-(2-hydroxyethyl)-piperazine). Run in CN(C)C=O (DMF), CN(C)C=O (DMF). Conditions: time 1 hour. Yields the product OCCN1CCN(CC1)C(=O)NCC1=C(C=C(C(=O)N2CC3=C(NC4=C2C=CC=C4)N(N=C3)C)C=C1)C (5-(4-(4-(2-Hydroxyethyl)piperazine-1-carbonylaminomethyl)-3-methylbenzoyl)-1-methyl-4,10-dihydropyrazolo[5,4-b][1,5]benzodiazepine). RXN SMILES: [C:1](N1C=CN=C1)(N1C=CN=C1)=[O:2].[NH2:13][CH2:14][C:15]1[CH:37]=[CH:36][C:18]([C:19]([N:21]2[C:27]3[CH:28]=[CH:29][CH:30]=[CH:31][C:26]=3[NH:25][C:24]3[N:32]([CH3:35])[N:33]=[CH:34][C:23]=3[CH2:22]2)=[O:20])=[CH:17][C:16]=1[CH3:38].[OH:39][CH2:40][CH2:41][N:42]1[CH2:47][CH2:46][NH:45][CH2:44][CH2:43]1>CN(C=O)C>[OH:39][CH2:40][CH2:41][N:42]1[CH2:47][CH2:46][N:45]([C:1]([NH:13][CH2:14][C:15]2[CH:37]=[CH:36][C:18]([C:19]([N:21]3[C:27]4[CH:28]=[CH:29][CH:30]=[CH:31][C:26]=4[NH:25][C:24]4[N:32]([CH3:35])[N:33]=[CH:34][C:23]=4[CH2:22]3)=[O:20])=[CH:17][C:16]=2[CH3:38])=[O:2])[CH2:44][CH2:43]1. Procedure details: 1,1′-Carbonyldiimidazole (20 mg, 0.19 mmol) was added to a solution of 5-(4-(aminomethyl)-3-methylbenzoyl)-1-methyl-4,10-dihydropyrazolo-[5,4-b][1,5]benzodiazepine (31 mg, 0.09 mmol) in DMF (3 ml). The solution was stirred at room temperature for 1 h, a solution of 1-(2-hydroxyethyl)-piperazine (13 mg, 0.10 mmol) in DMF (2 ml) was added and stirring was continued for 72 h. The solution was concentrated in vacuo and the residue was partitioned between chloroform and brine. The organic layer was s... Reactants: N1(N=NC2=C1C=CC=C2)OC(C2=CC(=C(C=C2)N)OC)=O (4-amino-3-methoxy-benzoic acid benzotriazol-1-yl ester), Cl.Cl.FCCN1CCC(CC1)N (1-(2-fluoro-ethyl)-piperidin-4-ylamine dihydrochloride), CN(C=O)C (dimethylformamide), C([O-])([O-])=O.[Na+].[Na+] (sodium carbonate). The solvent is C(C)N(CC)CC (triethylamine), O (water), C(C)(=O)OCC (ethyl acetate), [Cl-].[Na+].O (brine). Run at time 25 hour. Product: NC1=C(C=C(C(=O)NC2CCN(CC2)CCF)C=C1)OC (4-amino-N-[1-(2-fluoro-ethyl)-piperidin-4-yl]-3-methoxy-benzamide). Yield: 73.7%. RXN SMILES: N1(O[C:11](=[O:21])[C:12]2[CH:17]=[CH:16][C:15]([NH2:18])=[C:14]([O:19][CH3:20])[CH:13]=2)C2C=CC=CC=2N=N1.Cl.Cl.[F:24][CH2:25][CH2:26][N:27]1[CH2:32][CH2:31][CH:30]([NH2:33])[CH2:29][CH2:28]1.CN(C)C=O.C(=O)([O-])[O-].[Na+].[Na+]>C(OCC)(=O)C.[Cl-].[Na+].O.O.C(N(CC)CC)C>[NH2:18][C:15]1[CH:16]=[CH:17][C:12]([C:11]([NH:33][CH:30]2[CH2:31][CH2:32][N:27]([CH2:26][CH2:25][F:24])[CH2:28][CH2:29]2)=[O:21])=[CH:13][C:14]=1[O:19][CH3:20] |f:1.2.3,5.6.7,9.10.11|. Procedure: To a mixture of 0.5432 g (1.91 mmole) of 4-amino-3-methoxy-benzoic acid benzotriazol-1-yl ester, 0.4187 g (1.91 mmole) of 1-(2-fluoro-ethyl)-piperidin-4-ylamine dihydrochloride and 8 mL of dimethylformamide was added 1.3316 mL of triethylamine. The mixture was stirred for 25 hours, then taken up in ethyl acetate and twice with 50 mL 0.5 M sodium carbonate, once with 50 mL water, once with 50 mL brine, dried over anhydrous sodium sulfate, filtered and concentrated under reduced pressure. The resi... Reactants: [Na] (sodium), C(C)(=O)NC(C(=O)OCC)C(=O)OCC (Diethyl acetamidomalonate), [O-]CC.[Na+] (sodium ethoxide), BrCCCC1=CC=CC=C1 (1-bromo-3-phenylpropane). The solvent is C(C)O (ethanol), C(C)O (ethanol), C(C)O (ethanol). The product is NC(C(=O)O)CCCC1=CC=CC=C1 ((±)-2-Amino-5-phenylpentanoic acid). RXN SMILES: C([NH:4][CH:5]([C:11]([O:13]CC)=[O:12])[C:6](OCC)=O)(=O)C.[O-]CC.[Na+].[Na].BrC[CH2:23][CH2:24][C:25]1[CH:30]=[CH:29][CH:28]=[CH:27][CH:26]=1>C(O)C>[NH2:4][CH:5]([CH2:6][CH2:23][CH2:24][C:25]1[CH:30]=[CH:29][CH:28]=[CH:27][CH:26]=1)[C:11]([OH:13])=[O:12] |f:1.2,^1:19|. Procedure: Diethyl acetamidomalonate (220 g) in 1 L of absolute ethanol was added to a stirred solution of sodium ethoxide in ethanol, prepared by dissolving sodium (24 g) in absolute ethanol (500 mL), under nitrogen. The reaction mixture was refluxed under nitrogen for 30 minutes, then 1-bromo-3-phenylpropane (200g) was added. The reaction mixture was refluxed overnight, cooled to ambient temperature, filtered, and the solvent was removed under vacuum. Concentrated HCl (800 mL) was added to the residue, a... The reactants are CCN(C(C)C)C(C)C, CC(=O)Cl, c1ccc(Oc2ccc(NCc3ccc4c(c3)OCO4)cc2)cc1, c1ccccc1. The product is CC(=O)N(Cc1ccc2c(c1)OCO2)c1ccc(Oc2ccccc2)cc1. RXN SMILES: [CH2:29]([N:30]([CH:31]([CH3:32])[CH3:33])[CH:34]([CH3:35])[CH3:36])[CH3:37].[CH3:1][C:2]([Cl:3])=[O:4].[O:5]([c:6]1[cH:7][cH:8][cH:9][cH:10][cH:11]1)[c:12]1[cH:13][cH:14][c:15]([NH:16][CH2:17][c:18]2[cH:19][c:20]3[c:21]([cH:22][cH:23]2)[O:24][CH2:25][O:26]3)[cH:27][cH:28]1.[cH:38]1[cH:39][cH:40][cH:41][cH:42][cH:43]1>>[CH3:1][C:2](=[O:4])[N:16]([c:15]1[cH:14][cH:13][c:12]([O:5][c:6]2[cH:7][cH:8][cH:9][cH:10][cH:11]2)[cH:28][cH:27]1)[CH2:17][c:18]1[cH:19][c:20]2[c:21]([cH:22][cH:23]1)[O:24][CH2:25][O:26]2. The reactants are ClC1=NC2=CC(=C(C=C2C=C1)C#N)C (2-Chloro-7-methylquinoline-6-carbonitrile), O=C1CN(CCN1)C(=O)OC(C)(C)C (tert-Butyl 3-oxopiperazine-1-carboxylate), CC1(C2=C(C(=CC=C2)P(C3=CC=CC=C3)C4=CC=CC=C4)OC5=C(C=CC=C51)P(C6=CC=CC=C6)C7=CC=CC=C7)C (Xantphos), C([O-])([O-])=O.[Cs+].[Cs+] (Cesium Carbonate). The reagents and catalysts are C=1C=CC(=CC1)/C=C/C(=O)/C=C/C2=CC=CC=C2.C=1C=CC(=CC1)/C=C/C(=O)/C=C/C2=CC=CC=C2.C=1C=CC(=CC1)/C=C/C(=O)/C=C/C2=CC=CC=C2.[Pd].[Pd] (Pd2 dba3). Conditions: temperature 100 celsius. Product: C(#N)C=1C=C2C=CC(=NC2=CC1C)N1C(CN(CC1)C(=O)OC(C)(C)C)=O (tert-Butyl 4-(6-cyano-7-methylquinolin-2-yl)-3-oxopiperazine-1-carboxylate). As a reaction SMILES: Cl[C:2]1[CH:11]=[CH:10][C:9]2[C:4](=[CH:5][C:6]([CH3:14])=[C:7]([C:12]#[N:13])[CH:8]=2)[N:3]=1.CC1(C)C2C(=C(P(C3C=CC=CC=3)C3C=CC=CC=3)C=CC=2)OC2C(P(C3C=CC=CC=3)C3C=CC=CC=3)=CC=CC1=2.C(=O)([O-])[O-].[Cs+].[Cs+].[O:63]=[C:64]1[NH:69][CH2:68][CH2:67][N:66]([C:70]([O:72][C:73]([CH3:76])([CH3:75])[CH3:74])=[O:71])[CH2:65]1>C1C=CC(/C=C/C(/C=C/C2C=CC=CC=2)=O)=CC=1.C1C=CC(/C=C/C(/C=C/C2C=CC=CC=2)=O)=CC=1.C1C=CC(/C=C/C(/C=C/C2C=CC=CC=2)=O)=CC=1.[Pd].[Pd]>[C:12]([C:7]1[CH:8]=[C:9]2[C:4](=[CH:5][C:6]=1[CH3:14])[N:3]=[C:2]([N:69]1[CH2:68][CH2:67][N:66]([C:70]([O:72][C:73]([CH3:75])([CH3:74])[CH3:76])=[O:71])[CH2:65][C:64]1=[O:63])[CH:11]=[CH:10]2)#[N:13] |f:2.3.4,6.7.8.9.10|. Reported procedure: To a 25 mL flask was added a stir bar, 2-Chloro-7-methylquinoline-6-carbonitrile (0.2 g, 0.98 mmol), Pd2 dba3 (0.11 g, 0.19 mmol), Xantphos (0.090 g, 0.090 mmol), Cesium Carbonate (0.26 g, 0.63 mmol) and tert-Butyl 3-oxopiperazine-1-carboxylate (0.29 g, 1.4 mmol). The resulting mixture was degassed and purged with N2 three times. To the flask was added 1,4-dioxane (4 mL). The reaction mixture was then refluxed at 100° C. overnight. The solution was concentrated in vacuo and the resulting crude w... Reactants: C(C)(=O)OCC (ethyl acetate), COC(C1=CC=C(C=C1)NC(COC1=C(C=C(C=C1)Cl)Cl)=O)=O (4-[2-(2,4-dichloro-phenoxy)-acetylamino]-benzoic acid methyl ester), LiOHH2O, Cl (HCl). Run in [Cl-].[Na+].O (brine), C1CCOC1.O (THF H2O). Product: ClC1=C(OCC(=O)NC2=CC=C(C(=O)O)C=C2)C=CC(=C1)Cl (4-[2-(2,4-dichloro-phenoxy)-acetylamino]-benzoic acid). Isolated yield 70.6%. As a reaction SMILES: C[O:2][C:3](=[O:23])[C:4]1[CH:9]=[CH:8][C:7]([NH:10][C:11](=[O:22])[CH2:12][O:13][C:14]2[CH:19]=[CH:18][C:17]([Cl:20])=[CH:16][C:15]=2[Cl:21])=[CH:6][CH:5]=1.Cl.C(OCC)(=O)C>C1COCC1.O.[Cl-].[Na+].O>[Cl:21][C:15]1[CH:16]=[C:17]([Cl:20])[CH:18]=[CH:19][C:14]=1[O:13][CH2:12][C:11]([NH:10][C:7]1[CH:8]=[CH:9][C:4]([C:3]([OH:23])=[O:2])=[CH:5][CH:6]=1)=[O:22] |f:3.4,5.6.7|. Procedure details: 4-[2-(2,4-dichloro-phenoxy)-acetylamino]-benzoic acid methyl ester (127.7 mg, 0.36 mmol) in THF/H2O (3:1, 9 mL) was treated with LiOHH2O (30.2 mg, 0.72 mmol) at room temperature. The reaction mixture was then acidified with 10% HCl to PH 2, and added ethyl acetate and brine. The organic phase was washed with water, dried (MgSO4 anh), and concentrated. The residue was purified by silica gel column chromatography (CH2Cl2:MeOH=4:1) to give 4-[2-(2,4-dichloro-phenoxy)-acetylamino]-benzoic acid as a ...